The task is: describe an organic reaction: reactants, conditions, products, and yield. This data is from the Open Reaction Database (ORD), a public repository of structured organic reaction records. Isolated yield 59.7%. Yields the product C1(CC1)NC(C1=C(C=C(C=C1)F)OCC1OC1)=O (N-Cyclopropyl-4-fluoro-2-(oxiran-2-ylmethoxy)benzamide). Procedure: A mixturte of N-cyclopropyl-4-fluoro-2-hydroxybenzamide (195 mg, 1.0 mmol), (2S)-oxiran-2-ylmethyl3-nitrobenzenesulfonate (259 mg, 1.0 mmol) and Cs2CO3 (390 mg, 1.2 mmol) in DMF (5 mL) was stirred at room temperature overnight. The reaction mixture was partitioned between ethyl acetate and water. The organic layer was dried over Na2SO4, filtered and concentrated. The residue was purified by silica gel flash chromatography (0-30% ethylacetate in petroleum ether) to give the subtitled compound (15... Run in CN(C)C=O (DMF). Starting materials: C1(CC1)NC(C1=C(C=C(C=C1)F)O)=O (N-cyclopropyl-4-fluoro-2-hydroxybenzamide), O1[C@@H](C1)COS(=O)(=O)C1=CC(=CC=C1)[N+](=O)[O-] ((2S)-oxiran-2-ylmethyl3-nitrobenzenesulfonate), C(=O)([O-])[O-].[Cs+].[Cs+] (Cs2CO3). RXN SMILES: [CH:1]1([NH:4][C:5](=[O:14])[C:6]2[CH:11]=[CH:10][C:9]([F:12])=[CH:8][C:7]=2[OH:13])[CH2:3][CH2:2]1.[O:15]1[CH2:17][C@H:16]1[CH2:18]OS(C1C=CC=C([N+]([O-])=O)C=1)(=O)=O.C([O-])([O-])=O.[Cs+].[Cs+]>CN(C=O)C>[CH:1]1([NH:4][C:5](=[O:14])[C:6]2[CH:11]=[CH:10][C:9]([F:12])=[CH:8][C:7]=2[O:13][CH2:18][CH:16]2[CH2:17][O:15]2)[CH2:2][CH2:3]1 |f:2.3.4|. Reactants: C1(CC1)N(C(C1=CC=C(C=C1)C1=CN=CO1)=O)C1CCN(CC1)C(NO)=N (N-cyclopropyl-N-[1-(N-hydroxycarbamimidoyl)-piperidin-4-yl]-4-oxazol-5-yl-benzamide), C(CCC)(=O)Cl (butyryl chloride). Yields the product C1(CC1)N(C(C1=CC=C(C=C1)C1=CN=CO1)=O)C1CCN(CC1)C1=NOC(=N1)CCC (N-Cyclopropyl-4-oxazol-5-yl-N-[1-(5-propyl-[1,2,4]oxadiazol-3-yl)-piperidin-4-yl]-benzamide). RXN SMILES: [CH:1]1([N:4]([CH:18]2[CH2:23][CH2:22][N:21]([C:24](=[NH:27])[NH:25][OH:26])[CH2:20][CH2:19]2)[C:5](=[O:17])[C:6]2[CH:11]=[CH:10][C:9]([C:12]3[O:16][CH:15]=[N:14][CH:13]=3)=[CH:8][CH:7]=2)[CH2:3][CH2:2]1.[C:28](Cl)(=O)[CH2:29][CH2:30][CH3:31]>>[CH:1]1([N:4]([CH:18]2[CH2:23][CH2:22][N:21]([C:24]3[N:27]=[C:28]([CH2:29][CH2:30][CH3:31])[O:26][N:25]=3)[CH2:20][CH2:19]2)[C:5](=[O:17])[C:6]2[CH:11]=[CH:10][C:9]([C:12]3[O:16][CH:15]=[N:14][CH:13]=3)=[CH:8][CH:7]=2)[CH2:3][CH2:2]1. Reported procedure: The title compound is prepared from N-cyclopropyl-N-[1-(N-hydroxycarbamimidoyl)-piperidin-4-yl]-4-oxazol-5-yl-benzamide and butyryl chloride following a procedure analogous to that described in Example 47. LC (method 8): tR=1.33 min; Mass spectrum (ESI+): m/z=422 [M+H]+. The reactants are BrCc1ncsc1CBr, CC(C)(C)N, C1COCCO1. Yields the product CC(C)(C)N1Cc2ncsc2C1. RXN SMILES: [Br:1][CH2:2][c:3]1[n:4][cH:5][s:6][c:7]1[CH2:8][Br:9].[CH3:10][C:11]([CH3:12])([CH3:13])[NH2:14].[O:15]1[CH2:16][CH2:17][O:18][CH2:19][CH2:20]1>>[CH2:2]1[c:3]2[n:4][cH:5][s:6][c:7]2[CH2:8][N:14]1[C:11]([CH3:10])([CH3:12])[CH3:13]. Starting materials: C(C)(C)(C)OC1=NC(=CN=C1)Cl (2-tert-butoxy-6-chloropyrazine), CN(C=O)C (N,N-dimethylformamide), CC1(NC(CCC1)(C)C)C (2,2,6,6-tetramethylpiperidine), C(CCC)[Li] (n-butyllithium). Solvent: O1CCCC1 (tetrahydrofuran), O (water), O1CCCC1 (tetrahydrofuran), O1CCCC1 (tetrahydrofuran), O (water), C1(=CC=CC=C1)C (toluene), C(C)(=O)O (acetic acid). Reaction conditions: temperature -30 celsius, time 5 minute. The product is C(C)(C)(C)OC=1C(=NC=C(N1)Cl)C=O (3-tert-butoxy-5-chloropyrazine-2-carboxaldehyde). RXN SMILES: CC1(C)CCCC(C)(C)N1.C([Li])CCC.[C:16]([O:20][C:21]1[CH:26]=[N:25][CH:24]=[C:23]([Cl:27])[N:22]=1)([CH3:19])([CH3:18])[CH3:17].CN(C)[CH:30]=[O:31]>O1CCCC1.O.C(O)(=O)C.C1(C)C=CC=CC=1>[C:16]([O:20][C:21]1[C:26]([CH:30]=[O:31])=[N:25][CH:24]=[C:23]([Cl:27])[N:22]=1)([CH3:19])([CH3:17])[CH3:18]. Reported procedure: After dissolving 11.4 ml of 2,2,6,6-tetramethylpiperidine in 100 ml of tetrahydrofuran, the solution was cooled to −30° C. Next, 24.1 ml of n-butyllithium (2.6 M, n-hexane solution) was added dropwise under a nitrogen atmosphere. After stirring for 5 minutes, the mixture was cooled on ice and stirred for an additional 20 minutes. It was then cooled to −78° C., and a solution of 9.00 g of 2-tert-butoxy-6-chloropyrazine in tetrahydrofuran (10 ml) was added dropwise at below −70° C. The mixture was... The reactants are C(C1=CC=CC=C1)OC=1C=CC2=C(N(N=N2)C(C(=O)O)C)C1 (6-(benzyloxy)-α-methyl-1H-benzotriazole-1-acetic acid), S(O)(O)(=O)=O (sulfuric acid), C(=O)([O-])[O-].[K+].[K+] (K2CO3). Run in C(Cl)Cl (methylene chloride), CO (methanol). The product is C(C1=CC=CC=C1)OC=1C=CC2=C(N(N=N2)C(C(=O)OC)C)C1 (methyl 6-(benzyloxy)-α-methyl-1H-benzotriazole-1-acetate). RXN SMILES: [CH2:1]([O:8][C:9]1[CH:10]=[CH:11][C:12]2[N:16]=[N:15][N:14]([CH:17]([CH3:21])[C:18]([OH:20])=[O:19])[C:13]=2[CH:22]=1)[C:2]1[CH:7]=[CH:6][CH:5]=[CH:4][CH:3]=1.S(=O)(=O)(O)O.[C:28]([O-])([O-])=O.[K+].[K+]>CO.C(Cl)Cl>[CH2:1]([O:8][C:9]1[CH:10]=[CH:11][C:12]2[N:16]=[N:15][N:14]([CH:17]([CH3:21])[C:18]([O:20][CH3:28])=[O:19])[C:13]=2[CH:22]=1)[C:2]1[CH:3]=[CH:4][CH:5]=[CH:6][CH:7]=1 |f:2.3.4|. Procedure details: A mixture of 6-(benzyloxy)-α-methyl-1H-benzotriazole-1-acetic acid (36.6 g, 0.123 mole) and concentrated sulfuric acid (2.7 ml) in methanol is stirred at reflux temperature for 6 hours, cooled in an ice bath and treated with K2CO3 (25 g). The resulting mixture is stirred vigorously until a thick slurry results, diluted with methylene chloride and filtered. The filtrate is concentrated in vacuo to give a solid residue. Recrystallization of the residue from methanol affords the title product as a ... The reactants are ClC1=C(SC=C1)C[C@@H](CC)NC1=C(C(=NC=C1)O)[N+](=O)[O-] ((R)-N-[1-[(3-chloro-2-thienyl)methyl]propyl]-2-hydroxy-3-nitro-4-pyridinamine), ClC1=C(SC=C1)C[C@@H](CC)NC1=C(C(=NC=C1)O)[N+](=O)[O-] ((R)-N-[1-[(3-chloro-2-thienyl)methyl]propyl]-2-hydroxy-3-nitro-4-pyridinamine), CCN(C(C)C)C(C)C.Cl (DIPEA hydrochloride), P(=O)(Cl)(Cl)Cl (phosphorus oxychloride), [Cl-].[Na+] (sodium chloride). The solvent is C1(=CC=CC=C1)C (toluene). Conditions: temperature 60 celsius. Product: ClC1=NC=CC(=C1[N+](=O)[O-])N[C@H](CC)CC=1SC=CC1Cl ((R)-2-chloro-N-[1-[(3-chloro-2-thienyl)methyl]propyl]-3-nitro-4-pyridinamine). As a reaction SMILES: [Cl:1][C:2]1[CH:6]=[CH:5][S:4][C:3]=1[CH2:7][C@H:8]([NH:11][C:12]1[CH:17]=[CH:16][N:15]=[C:14](O)[C:13]=1[N+:19]([O-:21])=[O:20])[CH2:9][CH3:10].CCN(C(C)C)C(C)C.Cl.P(Cl)(Cl)([Cl:34])=O.[Cl-].[Na+]>C1(C)C=CC=CC=1>[Cl:34][C:14]1[C:13]([N+:19]([O-:21])=[O:20])=[C:12]([NH:11][C@@H:8]([CH2:7][C:3]2[S:4][CH:5]=[CH:6][C:2]=2[Cl:1])[CH2:9][CH3:10])[CH:17]=[CH:16][N:15]=1 |f:1.2,4.5|. Reported procedure: A toluene solution of (R)-N-[1-[(3-chloro-2-thienyl)methyl]propyl]-2-hydroxy-3-nitro-4-pyridinamine (Compound IV) (0.1 mole in 100 mL of toluene) containing 2 equivalents of DIPEA hydrochloride is heated to 60° C. and 20.6 grams of phosphorus oxychloride is added over 10 minutes with stirring. The reaction is stirred at 60° C. until complete (3 hours). After cooling to 0° C., 245 grams of 2N sodium chloride is added at such a rate so as to maintain the reaction temperature below 10° C. The bipha... The reactants are O=C(O)c1cc(OCc2ccccc2)c(-c2ccccc2)c([N+](=O)[O-])c1, CCCc1cc(C(O)=S)cc([N+](=O)[O-])c1-c1ccccc1. Product: CCCc1cc(C(O)=S)cc(N)c1-c1ccccc1. Reaction SMILES: [CH2:1]([O:2][c:3]1[cH:4][c:5]([C:18]([OH:19])=[O:20])[cH:6][c:7]([N+:8]([O-:9])=[O:10])[c:11]1-[c:12]1[cH:13][cH:14][cH:15][cH:16][cH:17]1)[c:21]1[cH:22][cH:23][cH:24][cH:25][cH:26]1.[N+:27]([O-:28])(=[O:29])[c:30]1[c:31](-[c:42]2[cH:43][cH:44][cH:45][cH:46][cH:47]2)[c:32]([CH2:39][CH2:40][CH3:41])[cH:33][c:34]([C:35](=[S:36])[OH:37])[cH:38]1>>[NH2:27][c:30]1[c:31](-[c:42]2[cH:43][cH:44][cH:45][cH:46][cH:47]2)[c:32]([CH2:39][CH2:40][CH3:41])[cH:33][c:34]([C:35](=[S:36])[OH:37])[cH:38]1. Reactants: O (water), [OH-].[Na+] (sodium hydroxide), O (water), ClC1=CC=C(C=C1)S(=O)(=O)N([C@@H](CCCN=[N+]=[N-])C)C1=C(C=CC(=C1)F)F (4-chloro-N-(2,5-difluorophenyl)-N-[(R)-1-methyl-4-azidobutyl]benzene-sulfonamide), [H-].[Al+3].[Li+].[H-].[H-].[H-] (lithium aluminum hydride). Run in C1CCOC1 (THF). Conditions: temperature 0 celsius, time 1 hour. Yields the product ClC1=CC=C(C=C1)S(=O)(=O)N([C@@H](CCCN)C)C1=C(C=CC(=C1)F)F (4-chloro-N-(2,5-difluorophenyl)-N-[(R)-1-methyl-4-aminobutyl]benzenesulfonamide). The yield is 89.2%. As a reaction SMILES: [Cl:1][C:2]1[CH:7]=[CH:6][C:5]([S:8]([N:11]([C:20]2[CH:25]=[C:24]([F:26])[CH:23]=[CH:22][C:21]=2[F:27])[C@H:12]([CH3:19])[CH2:13][CH2:14][CH2:15][N:16]=[N+]=[N-])(=[O:10])=[O:9])=[CH:4][CH:3]=1.[H-].[Al+3].[Li+].[H-].[H-].[H-].O.[OH-].[Na+]>C1COCC1>[Cl:1][C:2]1[CH:3]=[CH:4][C:5]([S:8]([N:11]([C:20]2[CH:25]=[C:24]([F:26])[CH:23]=[CH:22][C:21]=2[F:27])[C@H:12]([CH3:19])[CH2:13][CH2:14][CH2:15][NH2:16])(=[O:10])=[O:9])=[CH:6][CH:7]=1 |f:1.2.3.4.5.6,8.9|. Procedure: To a solution of 4-chloro-N-(2,5-difluorophenyl)-N-[(R)-1-methyl-4-azidobutyl]benzene-sulfonamide (0.394 g, 0.949 mmol) in THF (10 mL) was added lithium aluminum hydride (1.90 mL, 1 M in THF) at 0° C. under nitrogen atmosphere. The resulting mixture was allowed to stir at 0° C. for 1 h and subsequently treated by successive dropwise addition of 0.072 mL of water, 0.072 mL of 15% sodium hydroxide solution, and 0.216 mL of water. The mixture was filtered and concentrated under reduced pressure. Si...